From a dataset of the Open Reaction Database (ORD), a public repository of structured organic reaction records. describe an organic reaction: reactants, conditions, products, and yield Reactants: COc1ccc(Nc2nc(C)nc3ccc([N+](=O)[O-])cc23)cc1OC, CI, [H-], [Na+], CN(C)C=O. Yields the product COc1ccc(N(C)c2nc(C)nc3ccc([N+](=O)[O-])cc23)cc1OC. As a reaction SMILES: [CH3:1][O:2][c:3]1[cH:4][c:5]([NH:11][c:12]2[n:13][c:14]([CH3:25])[n:15][c:16]3[cH:17][cH:18][c:19]([N+:22](=[O:23])[O-:24])[cH:20][c:21]23)[cH:6][cH:7][c:8]1[O:9][CH3:10].[CH3:26][I:27].[H-:28].[Na+:29].[O:30]=[CH:31][N:32]([CH3:33])[CH3:34]>>[CH3:1][O:2][c:3]1[cH:4][c:5]([N:11]([c:12]2[n:13][c:14]([CH3:25])[n:15][c:16]3[cH:17][cH:18][c:19]([N+:22](=[O:23])[O-:24])[cH:20][c:21]23)[CH3:26])[cH:6][cH:7][c:8]1[O:9][CH3:10]. Starting materials: N1CC(C1)C=1C(=C(C=C(C1)C#N)NC1=NN2C(C(=N1)NCC)=NC=C2C#N)Cl (2-((3-(azetidin-3-yl)-2-chloro-5-cyanophenyl)amino)-4-(ethylamino)imidazo[2,1-f][1,2,4]triazine-7-carbonitrile), C1[C@H](C)O1 ((S)-(−)-propylene oxide). Solvent: CN1CCCC1=O (NMP), CO (MeOH). Run at temperature 50 celsius, time 4.5 hour. Product: ClC1=C(C=C(C=C1C1CN(C1)C[C@H](C)O)C#N)NC1=NN2C(C(=N1)NCC)=NC=C2C#N ((S)-2-((2-chloro-5-cyano-3-(1-(2-hydroxypropyl)azetidin-3-yl)phenyl)amino)-4-(ethylamino)imidazo[2,1-f][1,2,4]triazine-7-carbonitrile). Yield: 32.9%. Reaction SMILES: [NH:1]1[CH2:4][CH:3]([C:5]2[C:6]([Cl:28])=[C:7]([NH:13][C:14]3[N:19]=[C:18]([NH:20][CH2:21][CH3:22])[C:17]4=[N:23][CH:24]=[C:25]([C:26]#[N:27])[N:16]4[N:15]=3)[CH:8]=[C:9]([C:11]#[N:12])[CH:10]=2)[CH2:2]1.[CH2:29]1[O:32][C@H:30]1[CH3:31]>CN1C(=O)CCC1.CO>[Cl:28][C:6]1[C:5]([CH:3]2[CH2:2][N:1]([CH2:29][C@@H:30]([OH:32])[CH3:31])[CH2:4]2)=[CH:10][C:9]([C:11]#[N:12])=[CH:8][C:7]=1[NH:13][C:14]1[N:19]=[C:18]([NH:20][CH2:21][CH3:22])[C:17]2=[N:23][CH:24]=[C:25]([C:26]#[N:27])[N:16]2[N:15]=1. Procedure: A suspension of 2-((3-(azetidin-3-yl)-2-chloro-5-cyanophenyl)amino)-4-(ethylamino)imidazo[2,1-f][1,2,4]triazine-7-carbonitrile (Example 367)(16 mg, 0.041 mmol) and (S)-(−)-propylene oxide (0.085 mL, 1.22 mmol) in a mixture of NMP (0.8 mL) and MeOH (0.2 mL) was stirred at 50° C. for 4.5 hr. The solvent was removed and the product was purified by preparative HPLC (Waters XBridge C18, 19×200 mm, 5-μm particles; Mobile Phase A: water with 20-mM ammonium acetate; Mobile Phase B: 95:5 acetonitrile: wa... Reactants: O, [Cu]I, c1(c(ncc(c1)I)N)O[C@H](C)c1c(C(N(Cc2n(nc(c2)C(C)(C)C)C)C)=O)nccc1. The reagents and catalysts are c1ccc(cc1)-c2c3ccccc3cc4ccccc24 (9-Phenylanthracene), CC(=O)[O-].[K+] (KOAc), P([C@]12C[C@@H]3C[C@H](C2)C[C@@H](C1)C3)([C@]12C[C@@H]3C[C@@H](C2)C[C@@H](C1)C3)CCCC (cataCXium A), C(O[Pd]OC(C)=O)(C)=O (Pd(OAc)2). The solvent is CCC(C)(C)O (t-AmOH). Run at time nan hour. Yields the product CC1Oc2cc(cnc2N)c3c(CN(C)C(=O)c4ncccc14)n(C)nc3C(C)(C)C. Reaction SMILES: [CH3:1][CH:2]([c:11]1[c:16]([C:17]([N:19]([CH2:21][c:22]2[n:26]([CH3:27])[n:25][c:24]([C:28]([CH3:31])([CH3:30])[CH3:29])[cH:23]2)[CH3:20])=[O:18])[n:15][cH:14][cH:13][cH:12]1)[O:3][c:4]3[c:9]([NH2:10])[n:8][cH:7][c:6](I)[cH:5]3.O.I[Cu]>>[CH3:1][CH:2]1[c:11]([c:16]2[C:17](=[O:18])[N:19]([CH3:20])[CH2:21][c:22]3[c:23]([c:24]([C:28]([CH3:31])([CH3:30])[CH3:29])[n:25][n:26]3[CH3:27])[c:6]4[cH:5][c:4]([c:9]([NH2:10])[n:8][cH:7]4)[O:3]1)[cH:12][cH:13][cH:14][n:15]2. The reactants are S(=O)(=O)(Cl)Cl (sulfuryl chloride), CNCCN(C)C (trimethylethylenediamine). Run in C(Cl)(Cl)Cl (CHCl3). Conditions: time 8 hour. The product is [Cl-].ClS(=O)(=O)N(CC[NH+](C)C)C (2-[(Chlorosulfonyl)(methyl)amino]-N,N-dimethylethanaminium chloride). RXN SMILES: [S:1]([Cl:5])([Cl:4])(=[O:3])=[O:2].[CH3:6][NH:7][CH2:8][CH2:9][N:10]([CH3:12])[CH3:11]>C(Cl)(Cl)Cl>[Cl-:4].[Cl:5][S:1]([N:7]([CH3:6])[CH2:8][CH2:9][NH+:10]([CH3:12])[CH3:11])(=[O:3])=[O:2] |f:3.4|. Reported procedure: To a solution of sulfuryl chloride (1.0 eq.) in CHCl3 at 0° C. was added dropwise trimethylethylenediamine (1.0 eq.) over 15 mins. After the addition, the cooling bath was removed and the mixture was stirred overnight at RT. The solvent was removed under reduced pressure and the residue was left under high vacuum for 4 h. The crude product was obtained as a pale yellow solid and was used without further purification. 1H NMR (300 MHz, DMSO-d6) δ: 3.46-3.29 (4H, m), 2.83 (6H, s), 2.60 (3H, s).